Task: describe an organic reaction: reactants, conditions, products, and yield. Dataset: the Open Reaction Database (ORD), a public repository of structured organic reaction records The reactants are OCC1=C(N=CN1CCC)C (5-hydroxymethyl-4-methyl-1-propylimidazole), S(=O)(Cl)Cl (thionyl chloride). Run at temperature 90 celsius. Product: Cl.ClCC1=C(N=CN1CCC)C (5-chloromethyl-4-methyl-1-propylimidazole hydrochloride). RXN SMILES: O[CH2:2][C:3]1[N:7]([CH2:8][CH2:9][CH3:10])[CH:6]=[N:5][C:4]=1[CH3:11].S(Cl)([Cl:14])=O>>[ClH:14].[Cl:14][CH2:2][C:3]1[N:7]([CH2:8][CH2:9][CH3:10])[CH:6]=[N:5][C:4]=1[CH3:11] |f:2.3|. Reported procedure: To 5-hydroxymethyl-4-methyl-1-propylimidazole (2.4 g) was added thionyl chloride (10 ml) at 0° C., and the mixture was heated for 30 minutes at 90° C. The mixture was allowed to be at room temperature. The solvent was distilled off under reduced pressure and the obtained residue was dissolved in methanol. The solvent was distilled off again under reduced pressure, to give 5-chloromethyl-4-methyl-1-propylimidazole hydrochloride (3.13 g) as brown oil. The reactants are ClC1=CC=C(C=C1)N1N=C2C=CC=CC2=C1C(C(=O)O)C1CCCCC1 ([2-(4-chloro-phenyl)-2H-indazol-3-yl]-cyclohexyl-acetic acid), C(C)OC(C1=CC(=C(C=C1)N)F)=O (4-amino-3-fluoro-benzoic acid ethyl ester), acid chloride, S(=O)(Cl)Cl (thionyl chloride). The reagents and catalysts are CN(C)C=1C=CN=CC1 (DMAP). Product: C(C)OC(C1=CC(=C(C=C1)NC(C(C1CCCCC1)C=1N(N=C2C=CC=CC12)C1=CC=C(C=C1)Cl)=O)F)=O (4-{2-[2-(4-Chloro-phenyl)-2H-indazol-3-yl]-2-cyclohexyl-acetylamino}-3-fluoro-benzoic acid ethyl ester). RXN SMILES: [Cl:1][C:2]1[CH:7]=[CH:6][C:5]([N:8]2[C:16]([CH:17]([CH:21]3[CH2:26][CH2:25][CH2:24][CH2:23][CH2:22]3)[C:18]([OH:20])=O)=[C:15]3[C:10]([CH:11]=[CH:12][CH:13]=[CH:14]3)=[N:9]2)=[CH:4][CH:3]=1.S(Cl)(Cl)=O.[CH2:31]([O:33][C:34](=[O:43])[C:35]1[CH:40]=[CH:39][C:38]([NH2:41])=[C:37]([F:42])[CH:36]=1)[CH3:32]>CN(C1C=CN=CC=1)C>[CH2:31]([O:33][C:34](=[O:43])[C:35]1[CH:40]=[CH:39][C:38]([NH:41][C:18](=[O:20])[CH:17]([C:16]2[N:8]([C:5]3[CH:6]=[CH:7][C:2]([Cl:1])=[CH:3][CH:4]=3)[N:9]=[C:10]3[C:15]=2[CH:14]=[CH:13][CH:12]=[CH:11]3)[CH:21]2[CH2:22][CH2:23][CH2:24][CH2:25][CH2:26]2)=[C:37]([F:42])[CH:36]=1)[CH3:32]. Procedure: In analogy to the procedure described in example 6, [2-(4-chloro-phenyl)-2H-indazol-3-yl]-cyclohexyl-acetic acid was converted into the corresponding acid chloride with thionyl chloride which subsequently reacted with 4-amino-3-fluoro-benzoic acid ethyl ester (CAS Reg. No. 73792-12-8) in the presence of DMAP to give the title compound as colorless oil. MS: m/e=534.3 [M+H+]. Starting materials: C(C1=C(C=CC=C1)SSC1=C(C(=O)Cl)C=CC=C1)(=O)Cl (2,2'-dithiobisbenzoyl chloride), C(C)(=O)NS(=O)(=O)C1=CC=C(N)C=C1 (4-[(acetylamino) sulfonyl]aniline). Solvent: ClCCl (dichloromethane), N1=CC=CC=C1 (pyridine). Product: C(C)(=O)NS(=O)(=O)C1=CC=C(C=C1)NC(C1=C(C=CC=C1)SSC1=C(C(=O)NC2=CC=C(C=C2)S(=O)(=O)NC(C)=O)C=CC=C1)=O (2,2'-Dithiobis[N-[4-[(acetylamino)sulfonyl]phenyl]benzamide]). The yield is 8.9%. As a reaction SMILES: [C:1](Cl)(=[O:19])[C:2]1[CH:7]=[CH:6][CH:5]=[CH:4][C:3]=1[S:8][S:9][C:10]1[CH:18]=[CH:17][CH:16]=[CH:15][C:11]=1[C:12](Cl)=[O:13].[C:21]([NH:24][S:25]([C:28]1[CH:34]=[CH:33][C:31]([NH2:32])=[CH:30][CH:29]=1)(=[O:27])=[O:26])(=[O:23])[CH3:22]>ClCCl.N1C=CC=CC=1>[C:21]([NH:24][S:25]([C:28]1[CH:34]=[CH:33][C:31]([NH:32][C:1](=[O:19])[C:2]2[CH:7]=[CH:6][CH:5]=[CH:4][C:3]=2[S:8][S:9][C:10]2[CH:18]=[CH:17][CH:16]=[CH:15][C:11]=2[C:12]([NH:32][C:31]2[CH:33]=[CH:34][C:28]([S:25]([NH:24][C:21](=[O:23])[CH3:22])(=[O:27])=[O:26])=[CH:29][CH:30]=2)=[O:13])=[CH:30][CH:29]=1)(=[O:27])=[O:26])(=[O:23])[CH3:22]. Procedure details: The compound was prepared according to the general method of Preparation 9 using 2,2'-dithiobisbenzoyl chloride (3.0 g, 8.0 mmol) in 30 mL of dichloromethane and 4-[(acetylamino) sulfonyl]aniline (5.6 g, 26.0 mmol) in 100 mL of pyridine. The crude product was purified on a silica gel column using chloroform/methanol (1:1 v/v) as the mobile phase. The pure fractions were pooled, concentrated in vacuo, and the solid was crystallized from ethanol/water (1:1 v/v) to yield 0.5 g of the title compound... Reactants: C(C)C=1C=C(C#N)C=C(C1O)C (3-ethyl-4-hydroxy-5-methyl-benzonitrile), CCOC(=O)/N=N/C(=O)OCC (DEAD), CC1(OC[C@H](O1)CO)C ((R)-(2,2-dimethyl-[1,3]dioxolan-4-yl)methanol), C1(=CC=CC=C1)P(C1=CC=CC=C1)C1=CC=CC=C1 (triphenylphosphine). Solvent: C1CCOC1 (THF). Reaction conditions: time 1 hour. Yields the product CC1(OC[C@H](O1)COC1=C(C=C(C#N)C=C1C)CC)C ((R)-4-(2,2-dimethyl-[1,3]dioxolan-4-ylmethoxy)-3-ethyl-5-methyl-benzonitrile). The yield is 90.3%. Reaction SMILES: [CH2:1]([C:3]1[CH:4]=[C:5]([CH:8]=[C:9]([CH3:12])[C:10]=1[OH:11])[C:6]#[N:7])[CH3:2].[CH3:13][C:14]1([CH3:21])[O:18][C@H:17]([CH2:19]O)[CH2:16][O:15]1.C1(P(C2C=CC=CC=2)C2C=CC=CC=2)C=CC=CC=1.CCOC(/N=N/C(OCC)=O)=O>C1COCC1>[CH3:13][C:14]1([CH3:21])[O:18][C@H:17]([CH2:19][O:11][C:10]2[C:9]([CH3:12])=[CH:8][C:5]([C:6]#[N:7])=[CH:4][C:3]=2[CH2:1][CH3:2])[CH2:16][O:15]1. Reported procedure: To a solution of 3-ethyl-4-hydroxy-5-methyl-benzonitrile (2.89 g, 17.9 mmol) in THF (80 mL), (R)-(2,2-dimethyl-[1,3]dioxolan-4-yl)methanol (2.84 g, 21.5 mmol) followed by triphenylphosphine (5.81 g, 21.5 mmol) is added. The mixture is cooled with an ice-bath before DEAD (9.36 g, 21.5 mmol) is added dropwise. The mixture is stirred at rt for 1 h, the solvent is removed in vacuo and the residue is purified by CC on silica gel eluting with heptane:EA 85:15 to give (R)-4-(2,2-dimethyl-[1,3]dioxolan-... The reactants are N1=CN=C(C=C1)N (pyrimidin-4-amine), BrC=1C(N(C=C(C1)Br)C)=O (3,5-dibromo-1-methylpyridin-2(1H)-one), CC1(C2=C(C(=CC=C2)P(C3=CC=CC=C3)C4=CC=CC=C4)OC5=C(C=CC=C51)P(C6=CC=CC=C6)C7=CC=CC=C7)C (Xantphos), C([O-])([O-])=O.[Cs+].[Cs+] (cesium carbonate). Reagents/catalysts: C=1C=CC(=CC1)/C=C/C(=O)/C=C/C2=CC=CC=C2.C=1C=CC(=CC1)/C=C/C(=O)/C=C/C2=CC=CC=C2.C=1C=CC(=CC1)/C=C/C(=O)/C=C/C2=CC=CC=C2.[Pd].[Pd] (tris(dibenzylideneacetone)dipalladium(0)). Run in O1CCOCC1 (dioxane), C(Cl)Cl (CH2Cl2). Yields the product BrC=1C=C(C(N(C1)C)=O)NC1=NC=NC=C1 (5-bromo-1-methyl-3-(pyrimidin-4-ylamino)pyridin-2(1H)-one). Yield: 49.1%. RXN SMILES: [N:1]1[CH:6]=[CH:5][C:4]([NH2:7])=[N:3][CH:2]=1.Br[C:9]1[C:10](=[O:17])[N:11]([CH3:16])[CH:12]=[C:13]([Br:15])[CH:14]=1.CC1(C)C2C(=C(P(C3C=CC=CC=3)C3C=CC=CC=3)C=CC=2)OC2C(P(C3C=CC=CC=3)C3C=CC=CC=3)=CC=CC1=2.C(=O)([O-])[O-].[Cs+].[Cs+]>O1CCOCC1.C(Cl)Cl.C1C=CC(/C=C/C(/C=C/C2C=CC=CC=2)=O)=CC=1.C1C=CC(/C=C/C(/C=C/C2C=CC=CC=2)=O)=CC=1.C1C=CC(/C=C/C(/C=C/C2C=CC=CC=2)=O)=CC=1.[Pd].[Pd]>[Br:15][C:13]1[CH:14]=[C:9]([NH:7][C:4]2[CH:5]=[CH:6][N:1]=[CH:2][N:3]=2)[C:10](=[O:17])[N:11]([CH3:16])[CH:12]=1 |f:3.4.5,8.9.10.11.12|. Procedure details: A solution of pyrimidin-4-amine (2.0 g, 21 mmol), 3,5-dibromo-1-methylpyridin-2(1H)-one (6.2 g, 23.1 mmol), tris(dibenzylideneacetone)dipalladium(0) (0.96 g, 1.1 mmol), Xantphos (1.03 g, 1.79 mmol), and cesium carbonate (7.5 g, 23 mmol) in dioxane (25 mL) was heated in a sealed tube at 130° C. for 18 hours. The mixture was diluted with CH2Cl2 (100 mL) and filtered through a plug of celite. The solution was concentrated in vacuo on the rotary evaporator. The material was then dissolved in minimal... Starting materials: CCN(CC)CCN, Cc1ccccc1, COC(=O)c1nc(Cl)c(N)nc1OC. Product: CCN(CC)CCNC(=O)c1nc(Cl)c(N)nc1OC. RXN SMILES: [CH2:15]([CH3:16])[N:17]([CH2:18][CH2:19][NH2:20])[CH2:21][CH3:22].[CH3:23][c:24]1[cH:25][cH:26][cH:27][cH:28][cH:29]1.[NH2:1][c:2]1[n:3][c:4]([O:13][CH3:14])[c:5]([C:9]([O:11][CH3:10])=[O:12])[n:6][c:7]1[Cl:8]>>[NH2:1][c:2]1[n:3][c:4]([O:13][CH3:14])[c:5]([C:9](=[O:11])[NH:20][CH2:19][CH2:18][N:17]([CH2:15][CH3:16])[CH2:21][CH3:22])[n:6][c:7]1[Cl:8]. Starting materials: C(C)OC(C1=CC(=C(C=C1)C#CC(C)C)N)=O (ethyl3-amino-4-(3-methylbut-1-ynyl)benzoate), C(C)OC(C1=CC(=C(C=C1)C#CC(C)C)N)=O (ethyl3-amino-4-(3-methylbut-1-ynyl)benzoate). Reagents/catalysts: [Cu]I (CuI). The solvent is CN(C)C=O (DMF). Reaction conditions: temperature 160 celsius. Yields the product C(C)(C)C=1NC2=CC(=CC=C2C1)C(=O)OCC (Ethyl 2-Isopropyl-1H-indole-6-carboxylate). Reaction SMILES: [CH2:1]([O:3][C:4](=[O:17])[C:5]1[CH:10]=[CH:9][C:8]([C:11]#[C:12][CH:13]([CH3:15])[CH3:14])=[C:7]([NH2:16])[CH:6]=1)[CH3:2]>CN(C=O)C.[Cu]I>[CH:13]([C:12]1[NH:16][C:7]2[C:8]([CH:11]=1)=[CH:9][CH:10]=[C:5]([C:4]([O:3][CH2:1][CH3:2])=[O:17])[CH:6]=2)([CH3:14])[CH3:15]. Procedure: To a solution of ethyl3-amino-4-(3-methylbut-1-ynyl)benzoate (Compound 32, 5.30 g, 22.9 mmol) in DMF (50 ml) at 25° C. under argon then added CuI (218 mg, 11.5 mmol). The reaction was heated for 2 h at 160° C., filtered off black solid, and then rinsed solid with EtOAc, organic layer was concentrated in vacuo. The residue was purified by chromatography on silica gel (0→20% EtOAc-hexanes) to yield the title compound as a yellow solid. Reactants: BrCc1cccc(Br)n1, O=C([O-])[O-], CN(C)C=O, N#CC(C#N)CCC(F)(F)F, [K+], [K+]. Product: N#CC(C#N)(CCC(F)(F)F)Cc1cccc(Br)n1. As a reaction SMILES: [Br:18][c:19]1[cH:20][cH:21][cH:22][c:23]([CH2:25][Br:26])[n:24]1.[C:12](=[O:13])([O-:14])[O-:15].[CH3:27][N:28]([CH3:29])[CH:30]=[O:31].[F:1][C:2]([CH2:3][CH2:4][CH:5]([C:6]#[N:7])[C:8]#[N:9])([F:10])[F:11].[K+:16].[K+:17]>>[F:1][C:2]([CH2:3][CH2:4][C:5]([C:6]#[N:7])([C:8]#[N:9])[CH2:25][c:23]1[cH:22][cH:21][cH:20][c:19]([Br:18])[n:24]1)([F:10])[F:11].